This data is from the Open Reaction Database (ORD), a public repository of structured organic reaction records. The task is: describe an organic reaction: reactants, conditions, products, and yield Reactants: N(=[N+]=[N-])C1=CC=NC2=C(C=CC=C12)NC(C1=C(C=CC=C1Cl)Cl)=O (4-azido-8-(2,6-dichlorobenzoylamino)quinoline), C1(=CC=CC=C1)P(C1=CC=CC=C1)C1=CC=CC=C1 (triphenylphosphine). Run in C(C)(=O)OCC (ethyl acetate). Conditions: temperature 45 celsius, time 3 hour. Procedure: To a suspension of 4-azido-8-(2,6-dichlorobenzoylamino)quinoline (518 mg) in ethyl acetate (5 ml) was added triphenylphosphine (383 mg), and the mixture was stirred for 3 hours at 45° C. The resulting precipitates were collected by filtration, and the residue was recrystallized from ethanol to give 8-(2,6-dichlorobenzoylamino)-4-[(triphenylphosphoranylidene)amino]quinoline (846 mg) as white crystal. Product: ClC1=C(C(=O)NC=2C=CC=C3C(=CC=NC23)N=P(C2=CC=CC=C2)(C2=CC=CC=C2)C2=CC=CC=C2)C(=CC=C1)Cl (8-(2,6-dichlorobenzoylamino)-4-[(triphenylphosphoranylidene)amino]quinoline). RXN SMILES: [N:1]([C:4]1[C:13]2[C:8](=[C:9]([NH:14][C:15](=[O:24])[C:16]3[C:21]([Cl:22])=[CH:20][CH:19]=[CH:18][C:17]=3[Cl:23])[CH:10]=[CH:11][CH:12]=2)[N:7]=[CH:6][CH:5]=1)=[N+]=[N-].[C:25]1([P:31]([C:38]2[CH:43]=[CH:42][CH:41]=[CH:40][CH:39]=2)[C:32]2[CH:37]=[CH:36][CH:35]=[CH:34][CH:33]=2)[CH:30]=[CH:29][CH:28]=[CH:27][CH:26]=1>C(OCC)(=O)C>[Cl:23][C:17]1[CH:18]=[CH:19][CH:20]=[C:21]([Cl:22])[C:16]=1[C:15]([NH:14][C:9]1[CH:10]=[CH:11][CH:12]=[C:13]2[C:8]=1[N:7]=[CH:6][CH:5]=[C:4]2[N:1]=[P:31]([C:32]1[CH:33]=[CH:34][CH:35]=[CH:36][CH:37]=1)([C:38]1[CH:43]=[CH:42][CH:41]=[CH:40][CH:39]=1)[C:25]1[CH:26]=[CH:27][CH:28]=[CH:29][CH:30]=1)=[O:24]. The yield is 98.7%.